Dataset: the Open Reaction Database (ORD), a public repository of structured organic reaction records. Task: describe an organic reaction: reactants, conditions, products, and yield Reactants: OC1=C(C=NC2=CC=C(C=C12)I)C(=O)OCC (ethyl 4-hydroxy-6-iodoquinoline-3-carboxylate), ClC1=CC=C(CN)C=C1 (4-chlorobenzylamine). Solvent: C(C)OCC (diethyl ether). Reaction conditions: temperature 180 celsius. Yields the product ClC1=CC=C(C=C1)CNC(=O)C=1C=NC2=CC=C(C=C2C1O)I (N-[(4-Chlorophenyl)methyl]-4-hydroxy-6-iodo-3-quinoline-carboxamide). Reaction SMILES: [OH:1][C:2]1[C:11]2[C:6](=[CH:7][CH:8]=[C:9]([I:12])[CH:10]=2)[N:5]=[CH:4][C:3]=1[C:13]([O:15]CC)=O.[Cl:18][C:19]1[CH:26]=[CH:25][C:22]([CH2:23][NH2:24])=[CH:21][CH:20]=1>C(OCC)C>[Cl:18][C:19]1[CH:26]=[CH:25][C:22]([CH2:23][NH:24][C:13]([C:3]2[CH:4]=[N:5][C:6]3[C:11]([C:2]=2[OH:1])=[CH:10][C:9]([I:12])=[CH:8][CH:7]=3)=[O:15])=[CH:21][CH:20]=1. Procedure: 4-Iodoaniline (8.60 g) and diethyl ethoxymethylenemalonate (7.90 mL) are heated at 130° C. for 1 hour. The reaction is cooled to room temperature and 60 mL diphenyl ether is added. The solution is heated at 250° C. for 1.5 hours with removal of ethanol by a Dean-Stark trap. The reaction is cooled to room temperature and the resulting solid is filtered, washed with hexanes, and dried to yield 11.20 g of ethyl 4-hydroxy-6-iodoquinoline-3-carboxylate. A mixture of this ester (0.58 g) and 4-chlorobe... Reactants: CCCC(=O)Cl, O=C([O-])[O-], Cc1ccccc1, CNOC, Cl, [K+], [K+], O. The product is CCCC(=O)N(C)OC. RXN SMILES: [C:19]([CH2:20][CH2:21][CH3:22])(=[O:23])[Cl:24].[C:1](=[O:2])([O-:3])[O-:4].[CH3:12][c:13]1[cH:14][cH:15][cH:16][cH:17][cH:18]1.[CH3:8][NH:9][O:10][CH3:11].[ClH:7].[K+:5].[K+:6].[OH2:25]>>[CH3:8][N:9]([O:10][CH3:11])[C:19]([CH2:20][CH2:21][CH3:22])=[O:23]. The reactants are CC(C)(C)OC(=O)CBr, COc1c(C)c(Cc2ccc(O)c(C(=O)N3CCOCC3)c2)c(OC)c(OC)c1OC, CC(C)=O, [Na+], [Na+], O=C([O-])[O-]. Yields the product COc1c(C)c(Cc2ccc(OCC(=O)OC(C)(C)C)c(C(=O)N3CCOCC3)c2)c(OC)c(OC)c1OC. RXN SMILES: [Br:38][CH2:39][C:40](=[O:41])[O:42][C:43]([CH3:44])([CH3:45])[CH3:46].[CH3:1][O:2][c:3]1[c:4]([CH3:31])[c:5]([CH2:6][c:7]2[cH:8][cH:9][c:10]([OH:21])[c:11]([C:12](=[O:13])[N:14]3[CH2:15][CH2:16][O:17][CH2:18][CH2:19]3)[cH:20]2)[c:22]([O:29][CH3:30])[c:23]([O:27][CH3:28])[c:24]1[O:25][CH3:26].[CH3:47][C:48](=[O:49])[CH3:50].[Na+:32].[Na+:33].[O-:34][C:35](=[O:36])[O-:37]>>[CH3:1][O:2][c:3]1[c:4]([CH3:31])[c:5]([CH2:6][c:7]2[cH:8][cH:9][c:10]([O:21][CH2:39][C:40](=[O:41])[O:42][C:43]([CH3:44])([CH3:45])[CH3:46])[c:11]([C:12](=[O:13])[N:14]3[CH2:15][CH2:16][O:17][CH2:18][CH2:19]3)[cH:20]2)[c:22]([O:29][CH3:30])[c:23]([O:27][CH3:28])[c:24]1[O:25][CH3:26]. The reactants are CCOC(=O)CCCn1ccnc1, C[Si](C)(C)[N-][Si](C)(C)C, CS(=O)(=O)N1CCC(Oc2ccc(Cl)cn2)CC1, [Li+]. Yields the product O=C(CCCn1ccnc1)CS(=O)(=O)N1CCC(Oc2ccc(Cl)cn2)CC1. Reaction SMILES: [CH2:19]([O:21][C:22](=[O:20])[CH2:23][CH2:24][CH2:25][n:26]1[cH:27][n:28][cH:29][cH:30]1)[CH3:31].[CH3:32][Si:33]([N-:34][Si:35]([CH3:36])([CH3:37])[CH3:38])([CH3:39])[CH3:40].[Cl:1][c:2]1[cH:3][cH:4][c:5]([O:8][CH:9]2[CH2:10][CH2:11][N:12]([S:15](=[O:16])(=[O:17])[CH3:18])[CH2:13][CH2:14]2)[n:6][cH:7]1.[Li+:41]>>[Cl:1][c:2]1[cH:3][cH:4][c:5]([O:8][CH:9]2[CH2:10][CH2:11][N:12]([S:15](=[O:16])(=[O:17])[CH2:18][C:22](=[O:21])[CH2:23][CH2:24][CH2:25][n:26]3[cH:27][n:28][cH:29][cH:30]3)[CH2:13][CH2:14]2)[n:6][cH:7]1.